Dataset: the Open Reaction Database (ORD), a public repository of structured organic reaction records. Task: describe an organic reaction: reactants, conditions, products, and yield Reactants: COC=1C=C(CC2NCCC3=CC(=C(C=C23)OC)OC)C=C(C1OC)OC (1-(3,4,5-Trimethoxy-benzyl)-6,7-dimethoxy-1,2,3,4-tetrahydroisoquinoline), BrCC(=O)Br (2-bromoacetyl bromide), NC1CCC2=CC=CC=C12 (1-amino-indane). The product is COC=1C=C(CC2N(CCC3=CC(=C(C=C23)OC)OC)CC(=O)NC2CCC3=CC=CC=C23)C=C(C1OC)OC (2-[1-(3,4,5-Trimethoxy-benzyl)6,7-dimethoxy-3,4-dihydro-1H-isoquinolin-2-yl]-N-(indan-1-yl)-acetamide). RXN SMILES: [CH3:1][O:2][C:3]1[CH:4]=[C:5]([CH:21]=[C:22]([O:26][CH3:27])[C:23]=1[O:24][CH3:25])[CH2:6][CH:7]1[C:16]2[C:11](=[CH:12][C:13]([O:19][CH3:20])=[C:14]([O:17][CH3:18])[CH:15]=2)[CH2:10][CH2:9][NH:8]1.Br[CH2:29][C:30](Br)=[O:31].[NH2:33][CH:34]1[C:42]2[C:37](=[CH:38][CH:39]=[CH:40][CH:41]=2)[CH2:36][CH2:35]1>>[CH3:1][O:2][C:3]1[CH:4]=[C:5]([CH:21]=[C:22]([O:26][CH3:27])[C:23]=1[O:24][CH3:25])[CH2:6][CH:7]1[C:16]2[C:11](=[CH:12][C:13]([O:19][CH3:20])=[C:14]([O:17][CH3:18])[CH:15]=2)[CH2:10][CH2:9][N:8]1[CH2:29][C:30]([NH:33][CH:34]1[C:42]2[C:37](=[CH:38][CH:39]=[CH:40][CH:41]=2)[CH2:36][CH2:35]1)=[O:31]. Procedure details: prepared by reaction of 1-(3,4,5-Trimethoxy-benzyl)-6,7-dimethoxy-1,2,3,4-tetrahydroisoquinoline and 2-bromoacetyl bromide with 1-amino-indane The reactants are O=C(OCC)C1=CC=C(O)C=C1. The reagents and catalysts are N=1C=CC(=CC1C=2N=CC=C(C2)C(C)(C)C)C(C)(C)C, O1BOC(C)(C)C1(C)C, O1B(OC(C)(C)C1(C)C)B2OC(C)(C)C(O2)(C)C, C[OH2+].C[OH2+].C1CC=CCCC=C1.C1CC=CCCC=C1.[Ir].[Ir]. The solvent is C1CCCCC1. Conditions: temperature 80 celsius, time 10 hour. The product is O=C(OCC)C1=CC=C(O)C(=C1)B2OC(C)(C)C(O2)(C)C. Yield: 51.0%. Starting materials: [N+](=O)([O-])C1=C(C=C(C=C1)OCC1=CC=CC=C1)CC#N (2-nitro 5-benzyloxyphenylacetonitrile), C1=CCCCC1 (cyclohexene). Reagents/catalysts: [Pd] (palladium on activated charcoal). Run in C(C)O (ethanol). Product: C(#N)CC=1C=C(C=CC1N)O (3-cyanomethyl p-aminophenol). As a reaction SMILES: [N+:1]([C:4]1[CH:9]=[CH:8][C:7]([O:10]CC2C=CC=CC=2)=[CH:6][C:5]=1[CH2:18][C:19]#[N:20])([O-])=O.C1CCCCC=1>[Pd].C(O)C>[C:19]([CH2:18][C:5]1[CH:6]=[C:7]([OH:10])[CH:8]=[CH:9][C:4]=1[NH2:1])#[N:20]. Procedure details: A suspension of 5.4 g of 2-nitro 5-benzyloxyphenylacetonitrile, 5.4 ml of cyclohexene, 22 ml of ethanol and 3 g of 10% palladium on activated charcoal was refluxed for five hours. The suspension was then hot filtered and the filtrate evaporated. The residue was recrystallised from ethanol to produce dark beige crystals. Reactants: O1CCN(CC1)CCO (2-morpholinoethanol), C1(=CC=CC2=CC=CC=C12)C(=O)Cl (1-naphthoyl chloride). Product: C1(=CC=CC2=CC=CC=C12)C(=O)OCCN1CCOCC1 (2-morpholinoethyl 1-naphthalenecarboxylate). Isolated yield 94.0%. As a reaction SMILES: [O:1]1[CH2:6][CH2:5][N:4]([CH2:7][CH2:8][OH:9])[CH2:3][CH2:2]1.[C:10]1([C:20](Cl)=[O:21])[C:19]2[C:14](=[CH:15][CH:16]=[CH:17][CH:18]=2)[CH:13]=[CH:12][CH:11]=1>>[C:10]1([C:20]([O:9][CH2:8][CH2:7][N:4]2[CH2:5][CH2:6][O:1][CH2:2][CH2:3]2)=[O:21])[C:19]2[C:14](=[CH:15][CH:16]=[CH:17][CH:18]=2)[CH:13]=[CH:12][CH:11]=1. Procedure details: The procedure of Synthesis Example 1 was repeated except that 2-morpholinoethanol was used instead of the triethanolamine, and 1-naphthoyl chloride was used instead of the benzoyl chloride, to give 2-morpholinoethyl 1-naphthalenecarboxylate in a yield of 94%. Reactants: crude product, enamine, CN(C=O)C (dimethylformamide), [H-].[Na+] (NaH), O1CCCC1 (tetrahydrofuran), C1(=CC=CC=C1)C (toluene). The reagents and catalysts are [Cl-].[Cd+2].[Cl-] (cadmium chloride). Product: C(C)(=O)[O-].CCCCCC (acetate hexane). Yield: 47.0%. RXN SMILES: [H-].[Na+].[O:3]1[CH2:7][CH2:6]CC1.CN(C)C=[O:11].[C:13]1(C)[CH:18]=[CH:17][CH:16]=[CH:15][CH:14]=1>[Cl-].[Cd+2].[Cl-]>[C:7]([O-:3])(=[O:11])[CH3:6].[CH3:17][CH2:18][CH2:13][CH2:14][CH2:15][CH3:16] |f:0.1,5.6.7,8.9|. Reported procedure: The procedure used in Example 7a was followed except for the following changes or substitutions: the enamine from Example 44c (1.72 g) was used instead of the enamine in Example 7a; NaH (0.29 g, 55% in oil instead of 0.17 g), tetrahydrofuran (6 ml instead of 2 ml), cadmium chloride (1.34 g instead of 81 g), dimethylformamide (0.5 ml) and toluene (7 ml instead of the amount indicated in Example 7a). After completion of the reaction and isolation of the crude product as described in Example 7a, th...